Dataset: the Open Reaction Database (ORD), a public repository of structured organic reaction records. Task: describe an organic reaction: reactants, conditions, products, and yield Reactants: CN1CCCCC1CCc1ccccc1N, Cc1ccc(C(=O)Cl)cc1, c1ccncc1. The product is Cc1ccc(C(=O)Nc2ccccc2CCC2CCCCN2C)cc1. RXN SMILES: [NH2:1][c:2]1[c:3]([CH2:4][CH2:5][CH:6]2[N:7]([CH3:12])[CH2:8][CH2:9][CH2:10][CH2:11]2)[cH:13][cH:14][cH:15][cH:16]1.[c:17]1([CH3:26])[cH:18][cH:19][c:20]([C:23](=[O:24])[Cl:25])[cH:21][cH:22]1.[cH:27]1[cH:28][cH:29][n:30][cH:31][cH:32]1>>[NH:1]([c:2]1[c:3]([CH2:4][CH2:5][CH:6]2[N:7]([CH3:12])[CH2:8][CH2:9][CH2:10][CH2:11]2)[cH:13][cH:14][cH:15][cH:16]1)[C:23]([c:20]1[cH:19][cH:18][c:17]([CH3:26])[cH:22][cH:21]1)=[O:24]. As a reaction SMILES: [OH:1][C:2]1[CH:3]=[C:4]([CH:7]=[CH:8][C:9]=1[I:10])[C:5]#[N:6].[CH2:11](Cl)[O:12][CH3:13].[H-].[Na+]>CN(C)C=O>[I:10][C:9]1[CH:8]=[CH:7][C:4]([C:5]#[N:6])=[CH:3][C:2]=1[O:1][CH2:11][O:12][CH3:13] |f:2.3|. The product is IC1=C(C=C(C#N)C=C1)OCOC (4-Iodo-3-methoxymethoxy-benzonitrile). Reported procedure: 3-hydroxy-4-iodobenzonitrile (500 mg, 2.04 mmol) and MOMCl (350 mg, 4.37 mmol) were dissolved in anhydrous N,N-dimethylformamide (5 mL) and cooled to 0° C. NaH (100 mg, 60% suspension in mineral oil, 2.5 mmol) is then added. The resulting mixture is allowed to stir at room temperature for 1 h before TLC analysis suggested the consumption of the starting iodide. Ether is then added and washed with H2O (3×20 mL) and brine. After drying over Na2SO4, the ether is removed and the residue is purified ... Solvent: CN(C=O)C (N,N-dimethylformamide). Reaction conditions: temperature 0 celsius, time 1 hour. Reactants: OC=1C=C(C#N)C=CC1I (3-hydroxy-4-iodobenzonitrile), C(OC)Cl (MOMCl), [H-].[Na+] (NaH).